Task: describe an organic reaction: reactants, conditions, products, and yield. Dataset: the Open Reaction Database (ORD), a public repository of structured organic reaction records Reactants: FC(C=1C=C(COC=2C=CC3=C(C=C(CCC3)C(=O)OC)C2)C=C(C1)C(F)(F)F)(F)F (methyl 2-[3,5-bis(trifluoromethyl)benzyloxy]-6,7-dihydro-5H-benzocycloheptene-8-carboxylate), Cl (hydrochloric acid), aqueous solution, [OH-].[Na+] (sodium hydroxide). The solvent is CO (methanol), C1CCOC1 (THF). Conditions: temperature 50 celsius, time 4 hour. Product: FC(C=1C=C(COC=2C=CC3=C(C=C(CCC3)C(=O)O)C2)C=C(C1)C(F)(F)F)(F)F (2-[3,5-bis(trifluoromethyl)benzyloxy]-6,7-dihydro-5H-benzocycloheptene-8-carboxylic acid). The yield is 95.7%. Reaction SMILES: [F:1][C:2]([F:31])([F:30])[C:3]1[CH:4]=[C:5]([CH:23]=[C:24]([C:26]([F:29])([F:28])[F:27])[CH:25]=1)[CH2:6][O:7][C:8]1[CH:9]=[CH:10][C:11]2[CH2:17][CH2:16][CH2:15][C:14]([C:18]([O:20]C)=[O:19])=[CH:13][C:12]=2[CH:22]=1.[OH-].[Na+].Cl>CO.C1COCC1>[F:1][C:2]([F:30])([F:31])[C:3]1[CH:4]=[C:5]([CH:23]=[C:24]([C:26]([F:29])([F:28])[F:27])[CH:25]=1)[CH2:6][O:7][C:8]1[CH:9]=[CH:10][C:11]2[CH2:17][CH2:16][CH2:15][C:14]([C:18]([OH:20])=[O:19])=[CH:13][C:12]=2[CH:22]=1 |f:1.2|. Reported procedure: To methyl 2-[3,5-bis(trifluoromethyl)benzyloxy]-6,7-dihydro-5H-benzocycloheptene-8-carboxylate (494 mg, 1.15 mmol) dissolved in a mixed solvent of methanol (7 ml) and THF (7 ml) was added a 1N aqueous solution of sodium hydroxide (3.5 ml), and the resulting mixture was stirred at 50° C. for 4 hours. The reaction mixture was mixed with 1 N hydrochloric acid (3.5 ml) at 0° C., was concentrated under reduced pressure and was mixed with water, and an insoluble material was collected by filtration. T...